This data is from the Open Reaction Database (ORD), a public repository of structured organic reaction records. The task is: describe an organic reaction: reactants, conditions, products, and yield Reactants: ClC(=O)OCC (ethyl chloroformate), N (ammonia), COC=1C=CC2=C(N(C(=N2)COC2=CC=C(C=C2)CC(C(=S)O)C)C)C1 (3-[4-(6-methoxy-1-methyl-1H-benzimidazol-2-ylmethoxy)phenyl]-2-methylthiopropionic acid), O1CCCC1 (tetrahydrofuran). Run in C(C)N(CC)CC (triethylamine), CN(C=O)C (dimethylformamide). Conditions: time 30 minute. Yields the product COC=1C=CC2=C(N(C(=N2)COC2=CC=C(C=C2)CC(C(=S)N)C)C)C1 (3-[4-(6-Methoxy-1-methyl-1H-benzimidazol-2-ylmethoxy)phenyl]-2-methylthiopropionic amide). Reaction SMILES: [CH3:1][O:2][C:3]1[CH:4]=[CH:5][C:6]2[N:10]=[C:9]([CH2:11][O:12][C:13]3[CH:18]=[CH:17][C:16]([CH2:19][CH:20]([CH3:24])[C:21](O)=[S:22])=[CH:15][CH:14]=3)[N:8]([CH3:25])[C:7]=2[CH:26]=1.O1CCCC1.ClC(OCC)=O.[NH3:38]>C(N(CC)CC)C.CN(C)C=O>[CH3:1][O:2][C:3]1[CH:4]=[CH:5][C:6]2[N:10]=[C:9]([CH2:11][O:12][C:13]3[CH:14]=[CH:15][C:16]([CH2:19][CH:20]([CH3:24])[C:21]([NH2:38])=[S:22])=[CH:17][CH:18]=3)[N:8]([CH3:25])[C:7]=2[CH:26]=1. Procedure: To a mixture of 3-[4-(6-methoxy-1-methyl-1H-benzimidazol-2-ylmethoxy)phenyl]-2-methylthiopropionic acid (1.1 g), tetrahydrofuran (15 ml) and dimethylformamide (15 ml) were added successively triethylamine (0.82 ml) and ethyl chloroformate (0.28 ml). The mixture was stirred at room temperature for 30 minutes. After addition of aqueous ammonia solution (5 ml, 28%) the mixture was stirred at room temperature for 15 minutes and allowed to stand overnight. The solvent of the reaction mixture was evap... Starting materials: COC(=O)c1sc(CO)cc1Br, CC#N, CCOC(C)=O, O=[Cr](=O)([O-])Cl, c1cc[nH+]cc1. The product is COC(=O)c1sc(C(=O)O)cc1Br. Reaction SMILES: [CH3:1][O:2][C:3](=[O:4])[c:5]1[s:6][c:7]([CH2:11][OH:12])[cH:8][c:9]1[Br:10].[CH3:24][C:25]#[N:26].[CH3:27][CH2:28][O:29][C:30]([CH3:31])=[O:32].[O:13]=[Cr:14]([Cl:15])([O-:16])=[O:17].[nH+:18]1[cH:19][cH:20][cH:21][cH:22][cH:23]1>>[CH3:1][O:2][C:3](=[O:4])[c:5]1[s:6][c:7]([C:11](=[O:12])[OH:13])[cH:8][c:9]1[Br:10]. Starting materials: C(C)OC(=O)N1C2CC(CC1CC2)N=[N+]=[N-] (3-azido-8-aza-bicyclo[3.2.1]octane-8-carboxylic acid ethyl ester). Reagents/catalysts: [Pd] (Pd). Solvent: CO (methanol). Conditions: time 12 hour. Product: C(C)OC(=O)N1C2CC(CC1CC2)N (3-Amino-8-aza-bicyclo[3.2.1]octane-8-carboxylic acid ethyl ester). Yield: 68.7%. As a reaction SMILES: [CH2:1]([O:3][C:4]([N:6]1[CH:11]2[CH2:12][CH2:13][CH:7]1[CH2:8][CH:9]([N:14]=[N+]=[N-])[CH2:10]2)=[O:5])[CH3:2]>CO.[Pd]>[CH2:1]([O:3][C:4]([N:6]1[CH:11]2[CH2:12][CH2:13][CH:7]1[CH2:8][CH:9]([NH2:14])[CH2:10]2)=[O:5])[CH3:2]. Reported procedure: To a solution of 3-azido-8-aza-bicyclo[3.2.1]octane-8-carboxylic acid ethyl ester (1.42 g, 6.28 mmol) in methanol (62 mL) was added Pd (10% weight on carbon, 100 mg). The mixture was degassed and charged with hydrogen (g) 3×, and stirred for 12 hrs. The mixture was filtered through celite and concentrated. The crude residue was purified by flash chromatography (gradient elution: 0→20% MeOH/dichloromethane) to provide 855 mg of a clear oil (68%, 3 steps). 1H NMR (300 MHz, CDCl3) □ ppm 1.26 (t, J=... Starting materials: O(C1=CC=CC=C1)C1=CC=CC2=NC3=CC=CC=C3C=C12 (phenoxyacridine), NCCNCCO (2-(2-aminoethylamino)ethanol). The product is C1=CC=CC2=NC3=CC=CC=C3C(=C12)NCCNCCO (2-((2-(acridin-9-ylamino)ethyl)amino)ethanol). RXN SMILES: O([C:8]1[C:21]2[C:12](=[N:13][C:14]3[C:19]([CH:20]=2)=[CH:18][CH:17]=[CH:16][CH:15]=3)[CH:11]=[CH:10][CH:9]=1)C1C=CC=CC=1.[NH2:22][CH2:23][CH2:24][NH:25][CH2:26][CH2:27][OH:28]>>[CH:18]1[C:19]2[C:14](=[N:13][C:12]3[C:21]([C:20]=2[NH:22][CH2:23][CH2:24][NH:25][CH2:26][CH2:27][OH:28])=[CH:8][CH:9]=[CH:10][CH:11]=3)[CH:15]=[CH:16][CH:17]=1. Reported procedure: A mixture of phenoxyacridine (S1) (2.71 g, 0.01 mol) and 2-(2-aminoethylamino)ethanol (S3)